From a dataset of the Open Reaction Database (ORD), a public repository of structured organic reaction records. describe an organic reaction: reactants, conditions, products, and yield Reactants: [BH3-]C#N, CO, FC(F)(F)C1CCNCC1, [Na+], CC(C)(CC=O)CS(=O)(=O)c1ccccc1. Product: CC(C)(CCN1CCC(C(F)(F)F)CC1)CS(=O)(=O)c1ccccc1. Reaction SMILES: [C:1]([BH3-:2])#[N:3].[CH3:31][OH:32].[F:21][C:22]([CH:23]1[CH2:24][CH2:25][NH:26][CH2:27][CH2:28]1)([F:29])[F:30].[Na+:4].[c:5]1([S:11](=[O:12])(=[O:13])[CH2:14][C:15]([CH2:16][CH:17]=[O:18])([CH3:19])[CH3:20])[cH:6][cH:7][cH:8][cH:9][cH:10]1>>[c:5]1([S:11](=[O:12])(=[O:13])[CH2:14][C:15]([CH2:16][CH2:17][N:26]2[CH2:25][CH2:24][CH:23]([C:22]([F:21])([F:29])[F:30])[CH2:28][CH2:27]2)([CH3:19])[CH3:20])[cH:6][cH:7][cH:8][cH:9][cH:10]1.